Dataset: the Open Reaction Database (ORD), a public repository of structured organic reaction records. Task: describe an organic reaction: reactants, conditions, products, and yield Reactants: [Cl-].[NH4+] (ammonium chloride), S=C1NC(SC1)=O (4-thioxo-1,3-thiazolidin-2-one), C(C=C)N (prop-2-en-1-amine), S(=O)(=O)(O)C1=CC=C(C)C=C1.FC(C1=C(CN2CCC(CC2)C=O)C=CC(=C1)C(F)(F)F)(F)F (1-[2,4-Bis(trifluoromethyl)benzyl]piperidine-4-carbaldehyde tosylate), CC(C)([O-])C.[K+] (potassium tert-butoxide). Run in C(C)O (ethanol). Conditions: time 2 hour. The product is FC(C1=C(CN2CCC(CC2)\C=C/2\C(=NC(S2)=O)NCC=C)C=CC(=C1)C(F)(F)F)(F)F ((5Z)-5-({1-[2,4-bis(trifluoromethyl)benzyl]piperidin-4-yl}methylidene)-4-(prop-2-en-1-ylamino)-1,3-thiazol-2(5H)-one). Isolated yield 44.2%. As a reaction SMILES: S=[C:2]1[CH2:6][S:5][C:4](=[O:7])[NH:3]1.[CH2:8]([NH2:11])[CH:9]=[CH2:10].S(C1C=CC(C)=CC=1)(O)(=O)=O.[F:23][C:24]([F:45])([F:44])[C:25]1[CH:39]=[C:38]([C:40]([F:43])([F:42])[F:41])[CH:37]=[CH:36][C:26]=1[CH2:27][N:28]1[CH2:33][CH2:32][CH:31]([CH:34]=O)[CH2:30][CH2:29]1.CC(C)([O-])C.[K+].[Cl-].[NH4+]>C(O)C>[F:23][C:24]([F:45])([F:44])[C:25]1[CH:39]=[C:38]([C:40]([F:43])([F:42])[F:41])[CH:37]=[CH:36][C:26]=1[CH2:27][N:28]1[CH2:33][CH2:32][CH:31](/[CH:34]=[C:6]2/[C:2]([NH:11][CH2:8][CH:9]=[CH2:10])=[N:3][C:4](=[O:7])[S:5]/2)[CH2:30][CH2:29]1 |f:2.3,4.5,6.7|. Procedure: To a solution of 4-thioxo-1,3-thiazolidin-2-one (60 mg) in ethanol (2 mL) was added prop-2-en-1-amine (26 mg) at room temperature. The reaction mixture was stirred at room temperature for 2 hr. 1-[2,4-Bis(trifluoromethyl)benzyl]piperidine-4-carbaldehyde tosylate (230 mg) and potassium tert-butoxide (101 mg) were added to the reaction mixture at room temperature, and the mixture was stirred at 80° C. for 3 hr. To the reaction mixture was added saturated aqueous ammonium chloride solution, and the... Starting materials: O=C(Cl)c1ccc(Cl)cc1Cl, CCOC(=N)N1Cc2ccccc2-c2ccccc2C1. Product: CCOC(=NC(=O)c1ccc(Cl)cc1Cl)N1Cc2ccccc2-c2ccccc2C1. As a reaction SMILES: [Cl:21][c:22]1[c:23]([C:24](=[O:25])[Cl:26])[cH:27][cH:28][c:29]([Cl:31])[cH:30]1.[cH:1]1[cH:2][cH:3][cH:4][c:5]2[c:11]1-[c:10]1[c:9]([cH:15][cH:14][cH:13][cH:12]1)[CH2:8][N:7]([C:16]([O:17][CH2:18][CH3:19])=[NH:20])[CH2:6]2>>[cH:1]1[cH:2][cH:3][cH:4][c:5]2[c:11]1-[c:10]1[c:9]([cH:15][cH:14][cH:13][cH:12]1)[CH2:8][N:7]([C:16]([O:17][CH2:18][CH3:19])=[N:20][C:24]([c:23]1[c:22]([Cl:21])[cH:30][c:29]([Cl:31])[cH:28][cH:27]1)=[O:25])[CH2:6]2. Starting materials: N#Cc1cccc(C(=O)O)c1, CN(C)C=O, ClCCl, O=S(Cl)Cl. Product: N#Cc1cccc(C(=O)Cl)c1. Reaction SMILES: [C:10](#[N:11])[c:12]1[cH:13][c:14]([C:15](=[O:16])[OH:17])[cH:18][cH:19][cH:20]1.[CH3:5][N:6]([CH3:7])[CH:8]=[O:9].[Cl:21][CH2:22][Cl:23].[S:1]([Cl:2])([Cl:3])=[O:4]>>[Cl:3][C:15]([c:14]1[cH:13][c:12]([C:10]#[N:11])[cH:20][cH:19][cH:18]1)=[O:16]. The reactants are CCCN1CCC(c2cc(OC)c(N)cc2C)CC1, C[O-], CC(C)O, O=C(Nc1c(F)cccc1F)c1cccc(-c2nc3ccccn3c2-c2ccnc(Cl)n2)c1, ClCCl, [Na+], Cc1ccc(S(=O)(=O)O)cc1. Product: CCCN1CCC(c2cc(OC)c(Nc3nccc(-c4c(-c5cccc(C(=O)Nc6c(F)cccc6F)c5)nc5ccccn45)n3)cc2C)CC1. As a reaction SMILES: [CH3:34][c:35]1[c:36]([CH:44]2[CH2:45][CH2:46][N:47]([CH2:50][CH2:51][CH3:52])[CH2:48][CH2:49]2)[cH:37][c:38]([O:42][CH3:43])[c:39]([NH2:40])[cH:41]1.[CH3:64][O-:65].[CH:70]([OH:71])([CH3:72])[CH3:73].[Cl:1][c:2]1[n:3][cH:4][cH:5][c:6](-[c:8]2[c:9](-[c:17]3[cH:18][c:19]([C:20](=[O:21])[NH:22][c:23]4[c:24]([F:30])[cH:25][cH:26][cH:27][c:28]4[F:29])[cH:31][cH:32][cH:33]3)[n:10][c:11]3[n:12]2[cH:13][cH:14][cH:15][cH:16]3)[n:7]1.[Cl:67][CH2:68][Cl:69].[Na+:66].[c:53]1([CH3:54])[cH:55][cH:56][c:57]([S:58]([OH:59])(=[O:60])=[O:61])[cH:62][cH:63]1>>[c:2]1([NH:40][c:39]2[c:38]([O:42][CH3:43])[cH:37][c:36]([CH:44]3[CH2:45][CH2:46][N:47]([CH2:50][CH2:51][CH3:52])[CH2:48][CH2:49]3)[c:35]([CH3:34])[cH:41]2)[n:3][cH:4][cH:5][c:6](-[c:8]2[c:9](-[c:17]3[cH:18][c:19]([C:20](=[O:21])[NH:22][c:23]4[c:24]([F:30])[cH:25][cH:26][cH:27][c:28]4[F:29])[cH:31][cH:32][cH:33]3)[n:10][c:11]3[n:12]2[cH:13][cH:14][cH:15][cH:16]3)[n:7]1. Reactants: ClC=1C=C(OC2=C(C=C(C=C2)B2OC(C(O2)(C)C)(C)C)OC)C=CC1 (2-(4-(3-chlorophenoxy)-3-methoxyphenyl)-4,4,5,5-tetramethyl-1,3,2-dioxaborolane), I(=O)(=O)(=O)[O-].[Na+] (sodium periodate), C(C)(=O)[O-].[NH4+] (ammonium acetate), O (water). Solvent: CC(=O)C (acetone). Run at time 18 hour. Product: ClC=1C=C(OC2=C(C=C(C=C2)B(O)O)OC)C=CC1 (4-(3-chlorophenoxy)-3-methoxyphenylboronic acid). Isolated yield 76.1%. As a reaction SMILES: [Cl:1][C:2]1[CH:3]=[C:4]([CH:23]=[CH:24][CH:25]=1)[O:5][C:6]1[CH:11]=[CH:10][C:9]([B:12]2[O:16]C(C)(C)C(C)(C)[O:13]2)=[CH:8][C:7]=1[O:21][CH3:22].I([O-])(=O)(=O)=O.[Na+].C([O-])(=O)C.[NH4+].O>CC(C)=O>[Cl:1][C:2]1[CH:3]=[C:4]([CH:23]=[CH:24][CH:25]=1)[O:5][C:6]1[CH:11]=[CH:10][C:9]([B:12]([OH:13])[OH:16])=[CH:8][C:7]=1[O:21][CH3:22] |f:1.2,3.4|. Procedure: To a solution of the compound (179.0 mg, 0.50 mmol) prepared in Example 9 in 10 mL acetone were added sodium periodate (318.0 mg, 1.49 mmol), ammonium acetate (84.0 mg, 1.09 mmol), and water (10 mL). The suspension was allowed to stir at room temperature for 18 hours. The acetone was removed under reduced pressure and the resulting aqueous layer was acidified with concentrated hydrochloric acid to pH 3. The resulting solid was collected and washed several times with water then dried under vacuum... The reactants are BrC=1C(=C2CC[C@@H](N(C2=CC1)C(=O)C1CC1)C)OC1=CC=CC=C1 ((S)-(6-bromo-2-methyl-5-phenoxy-3,4-dihydroquinolin-1(2H)-yl)(cyclopropyl)methanone), (2-dicyclohexylphosphino-2′,6′-diisopropoxy-1,1′-biphenyl)[2-(2′-amino-1,1′-biphenyl)]palladium(II) methanesulfonate, [F-].[Cs+] (cesium fluoride), C(CCC)[Sn](C#CC)(CCCC)CCCC (tributyl(prop-1-ynyl)stannane). The reagents and catalysts are CC(C)OC1=C(C(=CC=C1)OC(C)C)C2=CC=CC=C2P(C3CCCCC3)C4CCCCC4.CC(C)(C)OC.C1=CC=C([C-]=C1)CCN.Cl[Pd+] (RuPhos Precatalyst). Run in O1CCOCC1 (1,4-dioxane). Conditions: temperature 160 celsius. Yields the product C1(CC1)C(=O)N1[C@H](CCC2=C(C(=CC=C12)C#CC)OC1=CC=CC=C1)C ((S)-cyclopropyl(2-methyl-5-phenoxy-6-(prop-1-ynyl)-3,4-dihydroquinolin-1(2H)-yl)methanone). Reaction SMILES: Br[C:2]1[C:3]([O:18][C:19]2[CH:24]=[CH:23][CH:22]=[CH:21][CH:20]=2)=[C:4]2[C:9](=[CH:10][CH:11]=1)[N:8]([C:12]([CH:14]1[CH2:16][CH2:15]1)=[O:13])[C@@H:7]([CH3:17])[CH2:6][CH2:5]2.[F-].[Cs+].[CH2:27]([Sn](CCCC)(CCCC)C#CC)[CH2:28][CH2:29]C>CC(OC1C=CC=C(OC(C)C)C=1C1C(P(C2CCCCC2)C2CCCCC2)=CC=CC=1)C.CC(OC)(C)C.C1C=[C-]C(CCN)=CC=1.Cl[Pd+].O1CCOCC1>[CH:14]1([C:12]([N:8]2[C:9]3[C:4](=[C:3]([O:18][C:19]4[CH:20]=[CH:21][CH:22]=[CH:23][CH:24]=4)[C:2]([C:27]#[C:28][CH3:29])=[CH:11][CH:10]=3)[CH2:5][CH2:6][C@@H:7]2[CH3:17])=[O:13])[CH2:16][CH2:15]1 |f:1.2,4.5.6.7|. Procedure details: A mixture of (S)-(6-bromo-2-methyl-5-phenoxy-3,4-dihydroquinolin-1(2H)-yl)(cyclopropyl)methanone (0.050 g, 0.13 mmol), RuPhos Precatalyst 3rd generation ((2-dicyclohexylphosphino-2′,6′-diisopropoxy-1,1′-biphenyl)[2-(2′-amino-1,1′-biphenyl)]palladium(II) methanesulfonate) (0.011 g, 0.01 mmol), cesium fluoride (0.099 g, 0.65 mmol), and tributyl(prop-1-ynyl)stannane (0.107 g, 0.32 mmol) in 1,4-dioxane (4 mL) was heated with microwave irradiation for 1 h at 160° C. The reaction mixture was cooled to... The reactants are FC(=C)C(CC#C)(CCCC)O (4-(1-fluorovinyl)-4-hydroxy-1-octyne), Cl[Si](C)(C)C (chlorotrimethylsilane), N1C=NC=C1 (imidazole), CN(C=O)C (dimethylformamide). The solvent is petroleum ether, O (water). Run at time 18 hour. The product is FC(=C)C(CC#C)(CCCC)O[Si](C)(C)C (4-(1'-Fluorovinyl)-4-trimethylsilyloxy-1-octyne). Reaction SMILES: [F:1][C:2]([C:4]([OH:12])([CH2:8][CH2:9][CH2:10][CH3:11])[CH2:5][C:6]#[CH:7])=[CH2:3].N1C=CN=C1.CN(C)C=O.Cl[Si:24]([CH3:27])([CH3:26])[CH3:25]>O>[F:1][C:2]([C:4]([O:12][Si:24]([CH3:27])([CH3:26])[CH3:25])([CH2:8][CH2:9][CH2:10][CH3:11])[CH2:5][C:6]#[CH:7])=[CH2:3]. Procedure: To a stirred 0° C. solution of 13.7 g. of 4-(1-fluorovinyl)-4-hydroxy-1-octyne and 16.1 g. of imidazole in 60 ml. of anhydrous dimethylformamide is added, via a syringe over a 3 minute period, 11.6 ml. of chlorotrimethylsilane. The resulting solution is stirred at room temperature for 18 hours, cooled to 0° C., diluted with 350 ml. of petroleum ether and shaken with 150 ml. of water. The organic phase is separated, washed with six 50 ml. portions of water, then 50 ml. of brine, dried over magnes... Starting materials: CC(C)(C)c1nc2cc(Br)cnc2n1CC1CCOCC1, CCS. Product: CCSc1cnc2c(c1)nc(C(C)(C)C)n2CC1CCOCC1. Reaction SMILES: [Br:1][c:2]1[cH:3][c:4]2[c:5]([n:6][cH:7]1)[n:8]([CH2:15][CH:16]1[CH2:17][CH2:18][O:19][CH2:20][CH2:21]1)[c:9]([C:11]([CH3:12])([CH3:13])[CH3:14])[n:10]2.[CH2:22]([CH3:23])[SH:24]>>[c:2]1([S:24][CH2:22][CH3:23])[cH:3][c:4]2[c:5]([n:6][cH:7]1)[n:8]([CH2:15][CH:16]1[CH2:17][CH2:18][O:19][CH2:20][CH2:21]1)[c:9]([C:11]([CH3:12])([CH3:13])[CH3:14])[n:10]2. Reaction SMILES: [CH3:1][O:2][C:3](=[O:30])[C:4]1[CH2:13][C:12]([NH:14][C:15]2[CH:20]=[CH:19][C:18]([CH3:21])=[CH:17][CH:16]=2)=[C:7]([C:8]([O:10][CH3:11])=[O:9])[CH2:6][C:5]=1[NH:22][C:23]1[CH:28]=[CH:27][C:26]([CH3:29])=[CH:25][CH:24]=1.CC(CC(O)CO)C>[Mo].C1(C)C(C)=CC=CC=1>[CH3:11][O:10][C:8](=[O:9])[C:7]1[CH:6]=[C:5]([NH:22][C:23]2[CH:28]=[CH:27][C:26]([CH3:29])=[CH:25][CH:24]=2)[C:4]([C:3]([O:2][CH3:1])=[O:30])=[CH:13][C:12]=1[NH:14][C:15]1[CH:16]=[CH:17][C:18]([CH3:21])=[CH:19][CH:20]=1. Reagents/catalysts: [Mo] (molybdenum). Yields the product COC(C1=C(C=C(C(=O)OC)C(=C1)NC1=CC=C(C=C1)C)NC1=CC=C(C=C1)C)=O (2,5-di-p-toluidino-terephthalic acid dimethyl ester). Run in C=1(C(=CC=CC1)C)C (xylene). Procedure: 0.1-0.8 part of molybdenum or vanadium(IV) oxide acetyl-acetonate is then added as a catalyst, or a V4A wire gauze is wound around the stirrer. A stream of air, preheated if appropriate, of about 15 liters per hour is then introduced through an immersed tube at a temperature of 103° C. for about 8-9 hours. The stream of waste gas is passed over a separator for the water of reaction, over a cooler and over a washing column, for example with polyethylene glycol dimethyl ether, for absorption of xy... The reactants are vanadium(IV) oxide acetyl-acetonate, COC(C1=C(CC(C(=O)OC)=C(C1)NC1=CC=C(C=C1)C)NC1=CC=C(C=C1)C)=O (2,5-di-p-toluidino-3,6-dihydro-terephthalic acid dimethyl ester), CC(C)CC(CO)O (polyethylene glycol dimethyl ether). Yields the product FC1=CC=C(CC2CCN(CC2)CC=CC2=CC3=C(NC(O3)=O)C=C2)C=C1 (6-{3-[4-(4-fluorobenzyl)piperid-1-yl]propenyl}-3H-benzoxazol-2-one). Reactants: Cl (HCl), FC1=CC=C(CC2CCN(CC2)CCC(O)C2=CC3=C(NC(O3)=O)C=C2)C=C1 (6-{3-[4-(4-fluorobenzyl)piperid-1-yl]-1-hydroxypropyl}-3H-benzoxazol-2-one), C(=O)(O)[O-].[Na+] (NaHCO3), O (water). The solvent is O1CCOCC1 (dioxane), ClCCl (dichloromethane). The yield is 89.3%. Procedure: A solution of 6.7 g of 6-{3-[4-(4-fluorobenzyl)piperid-1-yl]-1-hydroxypropyl}-3H-benzoxazol-2-one [obtainable by hydrogenation of 6-{3-[4-(4-fluorobenzyl)piperid-1-yl]-1-oxopropyl}-3H-benzoxazol-2-one, which can be obtained by reacting 4-(4-fluorobenzyl)piperidine and 6-(3-chloropropionyl)-3H-benzoxazol-2-one] in 70 ml of dioxane is heated under reflux with 7 ml of concentrated HCl for 1.5 h. The mixture is cooled and 8.5 g of NaHCO3 and 70 ml of water are added. 30 ml of dichloromethane are add... Conditions: time 30 minute. Reaction SMILES: [F:1][C:2]1[CH:28]=[CH:27][C:5]([CH2:6][CH:7]2[CH2:12][CH2:11][N:10]([CH2:13][CH2:14][CH:15]([C:17]3[CH:26]=[CH:25][C:20]4[NH:21][C:22](=[O:24])[O:23][C:19]=4[CH:18]=3)O)[CH2:9][CH2:8]2)=[CH:4][CH:3]=1.Cl.C([O-])(O)=O.[Na+].O>O1CCOCC1.ClCCl>[F:1][C:2]1[CH:3]=[CH:4][C:5]([CH2:6][CH:7]2[CH2:12][CH2:11][N:10]([CH2:13][CH:14]=[CH:15][C:17]3[CH:26]=[CH:25][C:20]4[NH:21][C:22](=[O:24])[O:23][C:19]=4[CH:18]=3)[CH2:9][CH2:8]2)=[CH:27][CH:28]=1 |f:2.3|.